describe an organic reaction: reactants, conditions, products, and yield From a dataset of the Open Reaction Database (ORD), a public repository of structured organic reaction records. Reactants: Cn1c(C(F)(F)F)cc(=O)n(-c2cc(O)c(Cl)cc2F)c1=O, O=[N+]([O-])O, O=S(=O)(O)O. The product is Cn1c(C(F)(F)F)cc(=O)n(-c2c(F)cc(Cl)c(O)c2[N+](=O)[O-])c1=O. RXN SMILES: [CH3:1][n:2]1[c:3](=[O:22])[n:4](-[c:13]2[c:14]([F:21])[cH:15][c:16]([Cl:20])[c:17]([OH:19])[cH:18]2)[c:5](=[O:12])[cH:6][c:7]1[C:8]([F:9])([F:10])[F:11].[OH:23][N+:24]([O-:25])=[O:26].[S:27](=[O:28])(=[O:29])([OH:30])[OH:31]>>[CH3:1][n:2]1[c:3](=[O:22])[n:4](-[c:13]2[c:14]([F:21])[cH:15][c:16]([Cl:20])[c:17]([OH:19])[c:18]2[N+:24](=[O:23])[O-:25])[c:5](=[O:12])[cH:6][c:7]1[C:8]([F:9])([F:10])[F:11]. Reactants: CC(C)(C)OC(=O)N(Cc1ccc(Cl)cc1)c1ccc(C=O)c(Cl)n1, CO, [Na+], [OH-], O, c1cnc2[nH]ccc2c1. The product is CC(C)(C)OC(=O)N(Cc1ccc(Cl)cc1)c1ccc(C(O)c2c[nH]c3ncccc23)c(Cl)n1. As a reaction SMILES: [C:12]([CH3:13])([CH3:14])([CH3:15])[O:16][C:17]([N:18]([c:19]1[n:20][c:21]([Cl:27])[c:22]([CH:25]=[O:26])[cH:23][cH:24]1)[CH2:28][c:29]1[cH:30][cH:31][c:32]([Cl:35])[cH:33][cH:34]1)=[O:36].[CH3:38][OH:39].[Na+:11].[OH-:10].[OH2:37].[nH:1]1[cH:2][cH:3][c:4]2[c:5]1[n:6][cH:7][cH:8][cH:9]2>>[nH:1]1[cH:2][c:3]([CH:25]([c:22]2[c:21]([Cl:27])[n:20][c:19]([N:18]([C:17]([O:16][C:12]([CH3:13])([CH3:14])[CH3:15])=[O:36])[CH2:28][c:29]3[cH:30][cH:31][c:32]([Cl:35])[cH:33][cH:34]3)[cH:24][cH:23]2)[OH:26])[c:4]2[c:5]1[n:6][cH:7][cH:8][cH:9]2. The reactants are OC(CNC(C(=C)C)=O)C (N-(2-hydroxypropyl)methacrylamide), ClC(C)Cl (dichloroethane), ClCC(=O)Cl (chloroacetyl chloride). The solvent is C(C)N(CC)CC (triethylamine). The product is ClCC(=O)OC(CNC(C(=C)C)=O)C (N-(2-Chloromethylcarbonyloxypropyl)methacrylamide). Reaction SMILES: [OH:1][CH:2]([CH3:10])[CH2:3][NH:4][C:5](=[O:9])[C:6]([CH3:8])=[CH2:7].ClC(Cl)C.[Cl:15][CH2:16][C:17](Cl)=[O:18]>C(N(CC)CC)C>[Cl:15][CH2:16][C:17]([O:1][CH:2]([CH3:10])[CH2:3][NH:4][C:5](=[O:9])[C:6]([CH3:8])=[CH2:7])=[O:18]. Procedure: The compound was prepared by the method described in Example 7, using N-(2-hydroxypropyl)methacrylamide (14.3 g), dichloroethane (200 ml), chloroacetyl chloride (11.3 g) and triethylamine (10.1 g). The product distilled at 112° C./0.1 mm (12 g) and was obtained as a viscous oil. The reactants are O=C([O-])[O-], ClC(Cl)Cl, [K+], [K+], O, CCN(CC)C(=O)NC1C=C2c3cccc4[nH]c(C5SCCS5)c(c34)CC2N(C)C1, O=S(=O)(Cl)Cl. Product: CCN(CC)C(=O)NC1C=C2c3cccc4[nH]c(C=O)c(c34)CC2N(C)C1. RXN SMILES: [C:37](=[O:38])([O-:39])[O-:40].[CH:43]([Cl:44])([Cl:45])[Cl:46].[K+:41].[K+:42].[OH2:31].[S:1]1[CH:2]([c:6]2[c:7]3[c:21]4[c:15]([cH:16][cH:17][cH:18][c:19]4[nH:20]2)[C:14]2=[CH:13][CH:12]([NH:22][C:23]([N:24]([CH2:25][CH3:26])[CH2:27][CH3:28])=[O:29])[CH2:11][N:10]([CH3:30])[CH:9]2[CH2:8]3)[S:5][CH2:4][CH2:3]1.[S:32](=[O:33])([Cl:34])([Cl:35])=[O:36]>>[CH:2]([c:6]1[c:7]2[c:21]3[c:15]([cH:16][cH:17][cH:18][c:19]3[nH:20]1)[C:14]1=[CH:13][CH:12]([NH:22][C:23]([N:24]([CH2:25][CH3:26])[CH2:27][CH3:28])=[O:29])[CH2:11][N:10]([CH3:30])[CH:9]1[CH2:8]2)=[O:33]. Reactants: [Br-], CCC[Mg+], Cl, C1CCOC1, COc1cc(COc2nn(-c3ccccc3)cc2C=CC(=O)N(C)OC)ccc1OCc1nc(-c2ccco2)oc1C. Yields the product CCCC(=O)C=Cc1cn(-c2ccccc2)nc1OCc1ccc(OCc2nc(-c3ccco3)oc2C)c(OC)c1. RXN SMILES: [Br-:43].[CH2:44]([CH2:45][CH3:46])[Mg+:47].[ClH:48].[O:49]1[CH2:50][CH2:51][CH2:52][CH2:53]1.[o:1]1[c:2](-[c:6]2[o:7][c:8]([CH3:42])[c:9]([CH2:11][O:12][c:13]3[c:14]([O:40][CH3:41])[cH:15][c:16]([CH2:17][O:18][c:19]4[n:20][n:21](-[c:32]5[cH:33][cH:34][cH:35][cH:36][cH:37]5)[cH:22][c:23]4[CH:24]=[CH:25][C:26](=[O:27])[N:28]([O:29][CH3:30])[CH3:31])[cH:38][cH:39]3)[n:10]2)[cH:3][cH:4][cH:5]1>>[o:1]1[c:2](-[c:6]2[o:7][c:8]([CH3:42])[c:9]([CH2:11][O:12][c:13]3[c:14]([O:40][CH3:41])[cH:15][c:16]([CH2:17][O:18][c:19]4[n:20][n:21](-[c:32]5[cH:33][cH:34][cH:35][cH:36][cH:37]5)[cH:22][c:23]4[CH:24]=[CH:25][C:26](=[O:27])[CH2:44][CH2:45][CH3:46])[cH:38][cH:39]3)[n:10]2)[cH:3][cH:4][cH:5]1. Starting materials: [BH4-], CO, COc1ccc(CN)cc1, [Na+], O=Cc1ccoc1. Yields the product COc1ccc(CNCc2ccoc2)cc1. As a reaction SMILES: [BH4-:18].[CH3:20][OH:21].[CH3:8][O:9][c:10]1[cH:11][cH:12][c:13]([CH2:16][NH2:17])[cH:14][cH:15]1.[Na+:19].[o:1]1[cH:2][c:3]([CH:6]=[O:7])[cH:4][cH:5]1>>[o:1]1[cH:2][c:3]([CH2:6][NH:17][CH2:16][c:13]2[cH:12][cH:11][c:10]([O:9][CH3:8])[cH:15][cH:14]2)[cH:4][cH:5]1.